Dataset: the Open Reaction Database (ORD), a public repository of structured organic reaction records. Task: describe an organic reaction: reactants, conditions, products, and yield Starting materials: CO (methanol), N[C@H]1[C@@H]2N(C(=C(CS2)C=C)C(=O)O)C1=O (7β-amino-3-vinyl-3-cephem-4-carboxylic acid), C[Si](NC(C)=O)(C)C (N-(trimethylsilyl)acetamide), NC=1SC(=C(N1)/C(/C(=O)Cl)=N/OC(C)=O)Cl (2-(2-amino-5-chlorothiazol-4-yl)-2-(Z)-(acetoxyimino) acetyl chloride). Solvent: ClCCl (dichloromethane). Reaction conditions: time 1 hour. Yields the product NC=1SC(=C(N1)/C(/C(=O)N[C@H]1[C@@H]2N(C(=C(CS2)C=C)C(=O)O)C1=O)=N/O)Cl (7β-[2-(2-amino-5-chlorothiazol-4-yl)-2-(Z)-(hydroxyimino)acetamido]-3-vinyl-3-cephem-4-carboxylic acid). Isolated yield 7.2%. RXN SMILES: [NH2:1][C@@H:2]1[C:14](=[O:15])[N:4]2[C:5]([C:11]([OH:13])=[O:12])=[C:6]([CH:9]=[CH2:10])[CH2:7][S:8][C@H:3]12.C[Si](C)(C)NC(=O)C.[NH2:24][C:25]1[S:26][C:27]([Cl:39])=[C:28](/[C:30](=[N:34]/[O:35]C(=O)C)/[C:31](Cl)=[O:32])[N:29]=1.CO>ClCCl>[NH2:24][C:25]1[S:26][C:27]([Cl:39])=[C:28](/[C:30](=[N:34]/[OH:35])/[C:31]([NH:1][C@@H:2]2[C:14](=[O:15])[N:4]3[C:5]([C:11]([OH:13])=[O:12])=[C:6]([CH:9]=[CH2:10])[CH2:7][S:8][C@H:3]23)=[O:32])[N:29]=1. Reported procedure: To a solution of 7β-amino-3-vinyl-3-cephem-4-carboxylic acid (1 g) and N-(trimethylsilyl)acetamide (5.8 g) in dichloromethane (10 ml) was added 2-(2-amino-5-chlorothiazol-4-yl)-2-(Z)-(acetoxyimino) acetyl chloride (1.69 g) under ice-cooling. After being stirred at the same temperature for 1 hour, to this mixture was added methanol (10 ml). After evaporating in vacuo to remove the dichloromethane, the residue was added conc. hydrochloric acid (1.95 ml) at room temperature. After being stirred at ... Starting materials: C(C)(C)(C)[Si](OC=1C=C(C=CC1)C1C(NC(NC1=O)=O)=O)(C)C (5-[3-(tertbutyldimethylsilyloxy)phenyl]barbituric Acid), BrN1C(CCC1=O)=O (N-bromosuccinimide), C(C1=CC=CC=C1)(=O)OOC(C1=CC=CC=C1)=O (dibenzoyl peroxide). Run in C(Cl)(Cl)(Cl)Cl (carbon tetrachloride). Run at time 1 hour. Yields the product C(C)(C)(C)[Si](OC=1C=C(C=CC1)C1(C(NC(NC1=O)=O)=O)Br)(C)C (5-[3-(Tertbutyldimethylsilyloxy)phenyl]-5-bromobarbituric Acid). Yield: 65.4%. RXN SMILES: [C:1]([Si:5]([CH3:23])([CH3:22])[O:6][C:7]1[CH:8]=[C:9]([CH:13]2[C:18](=[O:19])[NH:17][C:16](=[O:20])[NH:15][C:14]2=[O:21])[CH:10]=[CH:11][CH:12]=1)([CH3:4])([CH3:3])[CH3:2].[Br:24]N1C(=O)CCC1=O.C(OOC(=O)C1C=CC=CC=1)(=O)C1C=CC=CC=1>C(Cl)(Cl)(Cl)Cl>[C:1]([Si:5]([CH3:23])([CH3:22])[O:6][C:7]1[CH:8]=[C:9]([C:13]2([Br:24])[C:14](=[O:21])[NH:15][C:16](=[O:20])[NH:17][C:18]2=[O:19])[CH:10]=[CH:11][CH:12]=1)([CH3:4])([CH3:3])[CH3:2]. Procedure: A mixture of 5-[3-(tertbutyldimethylsilyloxy)phenyl]barbituric Acid (680 mg), N-bromosuccinimide (432 mg) and dibenzoyl peroxide (catalytic amount) in 10 ml of carbon tetrachloride are stirred at room temperature for 1 hour. The solvent is evaporated off and the residue is purified by silica gel chromatography (eluent:ethyl acetate/hexane 7:3) to give 550 mg of the product, m.p. 170-172° C. Starting materials: BrC1=C(C=C(C(=O)NC2=CC=C3C=CC=NC3=C2)C=C1)OC (4-bromo-3-methoxy-N-quinolin-7-ylbenzamide), C1(=CC=CC=C1)B(O)O (phenylboronic acid). The product is COC1=C(C=CC(=C1)C(=O)NC1=CC=C2C=CC=NC2=C1)C1=CC=CC=C1 (2-Methoxy-N-quinolin-7-yl-1,1′-biphenyl-4-carboxamide). Reaction SMILES: Br[C:2]1[CH:20]=[CH:19][C:5]([C:6]([NH:8][C:9]2[CH:18]=[C:17]3[C:12]([CH:13]=[CH:14][CH:15]=[N:16]3)=[CH:11][CH:10]=2)=[O:7])=[CH:4][C:3]=1[O:21][CH3:22].[C:23]1(B(O)O)[CH:28]=[CH:27][CH:26]=[CH:25][CH:24]=1>>[CH3:22][O:21][C:3]1[CH:4]=[C:5]([C:6]([NH:8][C:9]2[CH:18]=[C:17]3[C:12]([CH:13]=[CH:14][CH:15]=[N:16]3)=[CH:11][CH:10]=2)=[O:7])[CH:19]=[CH:20][C:2]=1[C:23]1[CH:28]=[CH:27][CH:26]=[CH:25][CH:24]=1. Reported procedure: Using the procedure outlined in Example 58, the title compound was prepared from 4-bromo-3-methoxy-N-quinolin-7-ylbenzamide (D69) (76 mg, 0.21 mmol) and phenylboronic acid (28 mg, 0.23 mmol) as a white solid. MS(ES): MH+ 355, M-H+ 353. Starting materials: C1(=CC=CC=C1)P(C1=CC=CC=C1)C1=CC=CC=C1 (triphenylphosphine), FC1=C(C#N)C=CC(=C1)O (2-fluoro-4-hydroxybenzonitrile), N1=CC(=CC=C1)CO (3-pyridylmethanol), N(=NC(=O)OC(C)C)C(=O)OC(C)C (diisopropyl azodicarboxylate). Run in O1CCCC1 (tetrahydrofuran), O1CCCC1 (tetrahydrofuran). Reaction conditions: temperature 0 celsius, time 15 minute. Product: FC1=C(C#N)C=CC(=C1)OCC=1C=NC=CC1 (2-fluoro-4-(3-pyridylmethoxy)benzonitrile). Yield: 85.8%. As a reaction SMILES: C1(P(C2C=CC=CC=2)C2C=CC=CC=2)C=CC=CC=1.N(C(OC(C)C)=O)=NC(OC(C)C)=O.[F:34][C:35]1[CH:42]=[C:41]([OH:43])[CH:40]=[CH:39][C:36]=1[C:37]#[N:38].[N:44]1[CH:49]=[CH:48][CH:47]=[C:46]([CH2:50]O)[CH:45]=1>O1CCCC1>[F:34][C:35]1[CH:42]=[C:41]([O:43][CH2:50][C:46]2[CH:45]=[N:44][CH:49]=[CH:48][CH:47]=2)[CH:40]=[CH:39][C:36]=1[C:37]#[N:38]. Reported procedure: A solution of triphenylphosphine (20 g) in tetrahydrofuran (300 mL) cooled at 0° C. is treated dropwise during 5 minutes with diisopropyl azodicarboxylate (15 mL) and stirred for 15 minutes at 0° C. It is then treated, dropwise, with a solution of 2-fluoro-4-hydroxybenzonitrile (7 g) and 3-pyridylmethanol (7 g) in tetrahydrofuran (200 mL) during 2 hours, and stirring is continued at ambient temperature for 18 hours. The mixture is concentrated in vacuo and the residue is dissolved in ethyl aceta... Yields the product COC(=O)c1cnc(-c2ccc(C)nc2)c(Cl)c1. The reactants are O=C([O-])[O-], COC(=O)c1cnc(Cl)c(Cl)c1, COCCOC, Cc1ccc(B(O)O)cn1, [Na+], [Na+], O, c1ccc(P(c2ccccc2)(c2ccccc2)[Pd](P(c2ccccc2)(c2ccccc2)c2ccccc2)(P(c2ccccc2)(c2ccccc2)c2ccccc2)P(c2ccccc2)(c2ccccc2)c2ccccc2)cc1. As a reaction SMILES: [C:1](=[O:2])([O-:3])[O-:4].[CH3:17][O:18][C:19]([c:20]1[cH:21][n:22][c:23]([Cl:27])[c:24]([Cl:26])[cH:25]1)=[O:28].[CH3:29][O:30][CH2:31][CH2:32][O:33][CH3:34].[CH3:7][c:8]1[cH:9][cH:10][c:11]([B:14]([OH:15])[OH:16])[cH:12][n:13]1.[Na+:5].[Na+:6].[OH2:35].[cH:36]1[cH:37][cH:38][c:39]([P:40]([Pd:41]([P:42]([c:43]2[cH:44][cH:45][cH:46][cH:47][cH:48]2)([c:49]2[cH:50][cH:51][cH:52][cH:53][cH:54]2)[c:55]2[cH:56][cH:57][cH:58][cH:59][cH:60]2)([P:61]([c:62]2[cH:63][cH:64][cH:65][cH:66][cH:67]2)([c:68]2[cH:69][cH:70][cH:71][cH:72][cH:73]2)[c:74]2[cH:75][cH:76][cH:77][cH:78][cH:79]2)[P:80]([c:81]2[cH:82][cH:83][cH:84][cH:85][cH:86]2)([c:87]2[cH:88][cH:89][cH:90][cH:91][cH:92]2)[c:93]2[cH:94][cH:95][cH:96][cH:97][cH:98]2)([c:99]2[cH:100][cH:101][cH:102][cH:103][cH:104]2)[c:105]2[cH:106][cH:107][cH:108][cH:109][cH:110]2)[cH:111][cH:112]1>>[CH3:7][c:8]1[cH:9][cH:10][c:11](-[c:23]2[n:22][cH:21][c:20]([C:19]([O:18][CH3:17])=[O:28])[cH:25][c:24]2[Cl:26])[cH:12][n:13]1. Starting materials: C(#C)C1=CC=CC=C1 (ethynylbenzene), BrC=1C(=NC=C(C1)[N+](=O)[O-])N (3-bromo-5-nitropyridin-2-amine). The reagents and catalysts are [Cu]I (CuI), Cl[Pd]([P](C1=CC=CC=C1)(C2=CC=CC=C2)C3=CC=CC=C3)([P](C4=CC=CC=C4)(C5=CC=CC=C5)C6=CC=CC=C6)Cl (PdCl2(PPh3)2). Run in TEA DMF. Conditions: time 16 hour. Product: [N+](=O)([O-])C=1C=C(C(=NC1)N)C#CC1=CC=CC=C1 (5-nitro-3-(phenylethynyl)pyridin-2-amine). Yield: 50.0%. RXN SMILES: Br[C:2]1[C:3]([NH2:11])=[N:4][CH:5]=[C:6]([N+:8]([O-:10])=[O:9])[CH:7]=1.[C:12]([C:14]1[CH:19]=[CH:18][CH:17]=[CH:16][CH:15]=1)#[CH:13]>[Cu]I.Cl[Pd](Cl)([P](C1C=CC=CC=1)(C1C=CC=CC=1)C1C=CC=CC=1)[P](C1C=CC=CC=1)(C1C=CC=CC=1)C1C=CC=CC=1>[N+:8]([C:6]1[CH:7]=[C:2]([C:13]#[C:12][C:14]2[CH:19]=[CH:18][CH:17]=[CH:16][CH:15]=2)[C:3]([NH2:11])=[N:4][CH:5]=1)([O-:10])=[O:9] |^1:24,43|. Procedure details: A solution of 3-bromo-5-nitropyridin-2-amine (655 mg, 3.0 mmol, 1.0 eq.) in 1:1 TEA/DMF (40 mL) was degassed with argon for 10 minutes, and ethynylbenzene (1.5 eq.), CuI (0.04 eq.), and PdCl2(PPh3)2 (0.04 eq.) were sequentially added. The mixture was degassed with argon for 10 minutes, and then stirred at room temperature for 16 hours. The volatiles were removed under reduced pressure, and CH2Cl2 (25 mL) was added. The mixture was sonicated for 15 minutes, cooled to 0° C., and collected by vacuu... Reactants: C(C1=CC=CC=C1)OC(=O)N[C@@H](CCCNC(=N)N(C(=O)OC(C)(C)C)C(=O)OC(C)(C)C)C(=O)O.C1(CCCCC1)N (N2-[(benzyloxy)carbonyl]-N5-[[bis(tert-butoxycarbonyl)amino](imino)methyl]-L-ornithine cyclohexanamine), C(C)(C)(C)OC(NCC(CN)O)=O (tert-butyl(3-amino-2-hydroxypropyl)carbamate), C(CCl)Cl (EDC), C=1C=CC2=C(C1)N=NN2O (HOBt). The solvent is CN(C=O)C (dimethylformamide). Conditions: time 12 hour. The product is C(C)(C)(C)OC(=O)N(C(=O)OC(C)(C)C)C(NCCC[C@@H](C(NCC(CNC(OC(C)(C)C)=O)O)=O)NC(=O)OCC1=CC=CC=C1)=N (di-tert-Butyl((6S)-6-{[(benzyloxy)carbonyl]amino}-10-hydroxy-15,15-dimethyl-7,13-dioxo-14-oxa-2,8,12-triazahexadecane-1-imidoyl)imidodicarbonate). As a reaction SMILES: [CH2:1]([O:8][C:9]([NH:11][C@H:12]([C:34](O)=[O:35])[CH2:13][CH2:14][CH2:15][NH:16][C:17]([N:19]([C:27]([O:29][C:30]([CH3:33])([CH3:32])[CH3:31])=[O:28])[C:20]([O:22][C:23]([CH3:26])([CH3:25])[CH3:24])=[O:21])=[NH:18])=[O:10])[C:2]1[CH:7]=[CH:6][CH:5]=[CH:4][CH:3]=1.C1(N)CCCCC1.[C:44]([O:48][C:49](=[O:56])[NH:50][CH2:51][CH:52]([OH:55])[CH2:53][NH2:54])([CH3:47])([CH3:46])[CH3:45].C(Cl)CCl.C1C=CC2N(O)N=NC=2C=1>CN(C)C=O>[C:23]([O:22][C:20]([N:19]([C:17](=[NH:18])[NH:16][CH2:15][CH2:14][CH2:13][C@H:12]([NH:11][C:9]([O:8][CH2:1][C:2]1[CH:7]=[CH:6][CH:5]=[CH:4][CH:3]=1)=[O:10])[C:34](=[O:35])[NH:54][CH2:53][CH:52]([OH:55])[CH2:51][NH:50][C:49](=[O:56])[O:48][C:44]([CH3:47])([CH3:45])[CH3:46])[C:27]([O:29][C:30]([CH3:32])([CH3:33])[CH3:31])=[O:28])=[O:21])([CH3:24])([CH3:25])[CH3:26] |f:0.1|. Reported procedure: Under argon, 0.30 g (0.49 mmol) of N2-[(benzyloxy)carbonyl]-N5-[[bis(tert-butoxycarbonyl)amino](imino)methyl]-L-ornithine-cyclohexanamine (1:1) and 0.12 g (0.64 mmol) of tert-butyl(3-amino-2-hydroxypropyl)carbamate are dissolved in 6 ml of dimethylformamide. Then, at 0° C. (ice bath), 0.123 g (0.64 mmol) of EDC and 0.02 g (0.15 mmol) of HOBt are added. The mixture is slowly warmed to RT and stirred at RT for 12 h. The solution is concentrated in vacuo and the residue is taken up with ethyl aceta...